This data is from the Open Reaction Database (ORD), a public repository of structured organic reaction records. The task is: describe an organic reaction: reactants, conditions, products, and yield The reactants are CC1=CC=CC2=C1N=C(S2)N (4-methyl-benzothiazol-2-ylamine), ClC1=C(C(=O)Cl)C=CC=N1 (2-chloronicotinic acid chloride). Product: ClC1=C(C(=O)NC=2SC3=C(N2)C(=CC=C3)C)C=CC=N1 (2-Chloro-N-(4-methyl-2-benzothiazolyl)-nicotinamide). RXN SMILES: [CH3:1][C:2]1[C:7]2[N:8]=[C:9]([NH2:11])[S:10][C:6]=2[CH:5]=[CH:4][CH:3]=1.[Cl:12][C:13]1[N:21]=[CH:20][CH:19]=[CH:18][C:14]=1[C:15](Cl)=[O:16]>>[Cl:12][C:13]1[N:21]=[CH:20][CH:19]=[CH:18][C:14]=1[C:15]([NH:11][C:9]1[S:10][C:6]2[CH:5]=[CH:4][CH:3]=[C:2]([CH3:1])[C:7]=2[N:8]=1)=[O:16]. Procedure: Using 4-methyl-benzothiazol-2-ylamine and 2-chloronicotinic acid chloride the title compound was obtained as a yellow solid (50% yield), MS: m/e=304 (M+H+). The reactants are Cl.N(C1=CC=CC=C1)C1=CC(=NC2=CC=C3C(=C12)NC=N3)C (9-Anilino-7-methyl-1H-imidazo[4,5-f]quinoline Hydrochloride), C1(CCCCC1)N (cyclohexylamine). The solvent is CN(C=O)C (dimethylformamide). The product is Cl.C1(CCCCC1)NC1=CC(=NC2=CC=C3C(=C12)NC=N3)C (9-Cyclohexylamino-7-methyl-1H-imidazo[4,5-f]quinoline Hydrochloride). As a reaction SMILES: [ClH:1].[NH:2]([C:9]1[C:18]2[C:13](=[CH:14][CH:15]=[C:16]3[N:21]=[CH:20][NH:19][C:17]3=2)[N:12]=[C:11]([CH3:22])[CH:10]=1)[C:3]1[CH:8]=[CH:7][CH:6]=[CH:5][CH:4]=1.C1(N)CCCCC1>CN(C)C=O>[ClH:1].[CH:3]1([NH:2][C:9]2[C:18]3[C:13](=[CH:14][CH:15]=[C:16]4[N:21]=[CH:20][NH:19][C:17]4=3)[N:12]=[C:11]([CH3:22])[CH:10]=2)[CH2:4][CH2:5][CH2:6][CH2:7][CH2:8]1 |f:0.1,4.5|. Procedure: A solution of 22 g. (0.1 m.) of the compound of Example I, C., and 10 g. (0.1 m.) cyclohexylamine in 200 ml. of dimethylformamide was heated under reflux for 18 hours and filtered hot. The crystalline product which separated on cooling was filtered, washed with a little cold dimethylformamide then ether and air-dried to give 17 g. Recrystallization from 300 ml. of ethanol and 300 ml. of ether gave an analytical sample as white needles, m.p. 174°-178°. Starting materials: ClC(Cl)(Cl)Cl, Cc1ccccc1, ClC(Cl)Cl, O, O, CCOC(=O)C(=NO)C(=O)CSCCS, Cc1ccc(S(=O)(=O)O)cc1. Yields the product CCOC(=O)C(=NO)C1=CSCCS1. Reaction SMILES: [C:40]([Cl:41])([Cl:42])([Cl:43])[Cl:44].[CH3:29][c:30]1[cH:31][cH:32][cH:33][cH:34][cH:35]1.[CH:36]([Cl:37])([Cl:38])[Cl:39].[OH2:16].[OH2:28].[OH:1][N:2]=[C:3]([C:4](=[O:5])[O:6][CH2:7][CH3:8])[C:9]([CH2:10][S:11][CH2:12][CH2:13][SH:14])=[O:15].[c:17]1([CH3:18])[cH:19][cH:20][c:21]([S:22]([OH:23])(=[O:24])=[O:25])[cH:26][cH:27]1>>[OH:1][N:2]=[C:3]([C:4](=[O:5])[O:6][CH2:7][CH3:8])[C:9]1=[CH:10][S:11][CH2:12][CH2:13][S:14]1. The reactants are C1=NC=CC=2C(=CC=CC12)C(=O)O (isoquinoline-5-carboxylic acid), CO (methanol), S(O)(O)(=O)=O (sulfuric acid). Product: C1=NC=CC=2C(=CC=CC12)C(=O)OC (methyl isoquinoline-5-carboxylate). Isolated yield 96.0%. Reaction SMILES: [CH:1]1[C:10]2[CH:9]=[CH:8][CH:7]=[C:6]([C:11]([OH:13])=[O:12])[C:5]=2[CH:4]=[CH:3][N:2]=1.S(=O)(=O)(O)O.[CH3:19]O>>[CH:1]1[C:10]2[CH:9]=[CH:8][CH:7]=[C:6]([C:11]([O:13][CH3:19])=[O:12])[C:5]=2[CH:4]=[CH:3][N:2]=1. Procedure details: Isoquinoline-5-carboxylic acid (5.6 g, 32.36 mmol) obtained in Step (2) above and methanol (90 mL) were mixed and stirred. The reaction solution was slowly added with sulfuric acid (15 mL, 259 mmol) and refluxed for about 20 hours. The reaction mixture was cooled to room temperature, and the solvent was distilled under reduced pressure. The concentrate was added with distilled water and adjusted to have a pH value in a range of 10˜11 by adding DIPEA. The reaction mixture was diluted with ethyl a... Reactants: CN1C(CCC1)C=1C(NC=CC1)=O ((±)-3-(1-methyl-2-pyrrolidinyl)-2-pyridone), C(C)(=O)O[C@H]1C(O[C@@H]([C@H]([C@@H]1OC(C)=O)OC(C)=O)COC(C)=O)Br (2,3,4,6-tetra-O-acetylglucopyranosyl bromide), [Al] (aluminum). As a reaction SMILES: [CH3:1][N:2]1[CH2:6][CH2:5][CH2:4][CH:3]1[C:7]1[C:8](=[O:13])[NH:9][CH:10]=[CH:11][CH:12]=1.[C:14]([O:17][C@@H:18]1[C@@H:23]([O:24][C:25](=[O:27])[CH3:26])[C@H:22]([O:28][C:29](=[O:31])[CH3:30])[C@@H:21]([CH2:32][O:33][C:34](=[O:36])[CH3:35])[O:20][CH:19]1Br)(=[O:16])[CH3:15].[Al]>ClCCl.C(=O)([O-])[O-].[Ag+2]>[C:14]([O:17][C@@H:18]1[C@@H:23]([O:24][C:25](=[O:27])[CH3:26])[C@H:22]([O:28][C:29](=[O:31])[CH3:30])[C@@H:21]([CH2:32][O:33][C:34](=[O:36])[CH3:35])[O:20][C@H:19]1[O:13][C:8]1[C:7]([CH:3]2[CH2:4][CH2:5][CH2:6][N:2]2[CH3:1])=[CH:12][CH:11]=[CH:10][N:9]=1)(=[O:16])[CH3:15] |f:4.5|. Reagents/catalysts: C([O-])([O-])=O.[Ag+2] (silver carbonate). Yields the product C(C)(=O)O[C@H]1[C@H](OC2=NC=CC=C2C2N(CCC2)C)O[C@@H]([C@H]([C@@H]1OC(C)=O)OC(C)=O)COC(C)=O ((±)-3-(1-methyl-2-pyrrolidinyl)-2-pyridyl 2,3,4,6-tetra-O-acetyl-β-D-glucopyranoside). Conditions: time 24 hour. Reported procedure: (±)-3-(1-methyl-2-pyrrolidinyl)-2-pyridone (1)(2.0 g) and 2,3,4,6-tetra-O-acetylglucopyranosyl bromide (4a)(5.6 g) were dissolved in dichloromethane (40 ml). To this solution, silver carbonate (1.8 g) was added. The mixture was stirred at room temperature for 24 hours while the vessel was shielded from light by an aluminum sheet. Solid material was filtered off, and the filtrate was concentrated under reduced pressure. As a result, (±)-3-(1-methyl-2-pyrrolidinyl)-2-pyridyl 2,3,4,6-tetra-O-acetyl... The solvent is ClCCl (dichloromethane). The reactants are C(C)(=O)N1NC(C(=C1C(C)C)CC1=CC=CC=C1)=O (1-acetyl-4-benzyl-1,2-dihydro-5-isopropyl-3H-pyrazol-3-one), C([O-])([O-])=O.[K+].[K+] (potassium carbonate), C(C(C)(C)C)(=O)O[C@H]1[C@@H](O[C@@H]([C@H]([C@@H]1OC(C(C)(C)C)=O)OC(C(C)(C)C)=O)COC(C(C)(C)C)=O)Br (2,3,4,6-tetra-O-pivaloyl-β-D-glucopyranosyl bromide). The solvent is C(C)#N (acetonitrile). Yields the product C(C)(=O)N1N=C(C(=C1C(C)C)CC1=CC=CC=C1)O[C@H]1[C@H](OC(C(C)(C)C)=O)[C@@H](OC(C(C)(C)C)=O)[C@H](OC(C(C)(C)C)=O)[C@H](O1)COC(C(C)(C)C)=O (1-acetyl-4-benzyl-5-isopropyl-3-(2,3,4,6-tetra-O-pivaloyl-β-D-glucopyranosyl-oxy)-1H-pyrazole). The yield is 72.6%. As a reaction SMILES: [C:1]([N:4]1[C:8]([CH:9]([CH3:11])[CH3:10])=[C:7]([CH2:12][C:13]2[CH:18]=[CH:17][CH:16]=[CH:15][CH:14]=2)[C:6](=[O:19])[NH:5]1)(=[O:3])[CH3:2].C(=O)([O-])[O-].[K+].[K+].[C:26]([O:32][C@@H:33]1[C@@H:38]([O:39][C:40](=[O:45])[C:41]([CH3:44])([CH3:43])[CH3:42])[C@H:37]([O:46][C:47](=[O:52])[C:48]([CH3:51])([CH3:50])[CH3:49])[C@@H:36]([CH2:53][O:54][C:55](=[O:60])[C:56]([CH3:59])([CH3:58])[CH3:57])[O:35][C@H:34]1Br)(=[O:31])[C:27]([CH3:30])([CH3:29])[CH3:28]>C(#N)C>[C:1]([N:4]1[C:8]([CH:9]([CH3:11])[CH3:10])=[C:7]([CH2:12][C:13]2[CH:14]=[CH:15][CH:16]=[CH:17][CH:18]=2)[C:6]([O:19][C@@H:34]2[O:35][C@H:36]([CH2:53][O:54][C:55](=[O:60])[C:56]([CH3:59])([CH3:58])[CH3:57])[C@@H:37]([O:46][C:47](=[O:52])[C:48]([CH3:49])([CH3:50])[CH3:51])[C@H:38]([O:39][C:40](=[O:45])[C:41]([CH3:42])([CH3:43])[CH3:44])[C@H:33]2[O:32][C:26](=[O:31])[C:27]([CH3:30])([CH3:28])[CH3:29])=[N:5]1)(=[O:3])[CH3:2] |f:1.2.3|. Reported procedure: To a solution of 1-acetyl-4-benzyl-1,2-dihydro-5-isopropyl-3H-pyrazol-3-one (1.26 g) in acetonitrile (20 mL) were added potassium carbonate (1.01 g) and 2,3,4,6-tetra-O-pivaloyl-β-D-glucopyranosyl bromide (2.96 g) under stirring at room temperature. In addition, the mixture was heated to 50° C. and stirred for 3 hours. After the completion of the reaction, the insoluble material was removed by filtration. The filtrate was concentrated under reduced pressure. The residue was purified by column ch...